Dataset: the Open Reaction Database (ORD), a public repository of structured organic reaction records. Task: describe an organic reaction: reactants, conditions, products, and yield Reactants: CCCC=Cc1c(-c2cc(-c3ccncc3)nnc2OC)[nH]c2ccccc12, CCO, [Pd]. The product is CCCCCc1c(-c2cc(-c3ccncc3)nnc2OC)[nH]c2ccccc12. Reaction SMILES: [CH3:1][O:2][c:3]1[n:4][n:5][c:6](-[c:23]2[cH:24][cH:25][n:26][cH:27][cH:28]2)[cH:7][c:8]1-[c:9]1[nH:10][c:11]2[cH:12][cH:13][cH:14][cH:15][c:16]2[c:17]1[CH:18]=[CH:19][CH2:20][CH2:21][CH3:22].[CH3:30][CH2:31][OH:32].[Pd:29]>>[CH3:1][O:2][c:3]1[n:4][n:5][c:6](-[c:23]2[cH:24][cH:25][n:26][cH:27][cH:28]2)[cH:7][c:8]1-[c:9]1[nH:10][c:11]2[cH:12][cH:13][cH:14][cH:15][c:16]2[c:17]1[CH2:18][CH2:19][CH2:20][CH2:21][CH3:22]. The reactants are C(C)OC(CC1=CC=C(C=C1)[N+](=O)[O-])=O ((4-Nitro-phenyl)-acetic acid ethyl ester), [H-].[Na+] (sodium hydride), IC (iodomethane). The solvent is CN(C)C=O (DMF). Run at time 14 hour. The product is C(C)OC(C(C)C1=CC=C(C=C1)[N+](=O)[O-])=O (2-(4-Nitro-phenyl)-propionic acid ethyl ester). Reaction SMILES: [CH2:1]([O:3][C:4](=[O:15])[CH2:5][C:6]1[CH:11]=[CH:10][C:9]([N+:12]([O-:14])=[O:13])=[CH:8][CH:7]=1)[CH3:2].[H-].[Na+].I[CH3:19]>CN(C=O)C>[CH2:1]([O:3][C:4](=[O:15])[CH:5]([C:6]1[CH:11]=[CH:10][C:9]([N+:12]([O-:14])=[O:13])=[CH:8][CH:7]=1)[CH3:19])[CH3:2] |f:1.2|. Procedure details: To a stirred solution of (4-Nitro-phenyl)-acetic acid ethyl ester (3.88 g) in DMF (15 mL) was slowly added sodium hydride (0.78 g) and iodomethane (1.21 mL) at 0□. After stirred for 14 h at room temperature, this reaction mixture was quenched with water. This mixture was extracted with diethyl ether, and combined organic layer was dried over magnesium sulfate, filtered and concentrated in vacuo. The resulting residue was chromatographed on silica gel (n-Hex:EtOAc=10:1 to 4:1) to afford the produ... Starting materials: O (water), CC(C)=CC (2-Methyl-2-butene), C(C(=C)C)#N (methacrylonitrile), S(O)(O)(=O)=O (sulfuric acid). Run in C(C)(=O)O (acetic acid). Run at time 8 hour. Product: CC(C)(CC)NC(C(=C)C)=O (N-(2-methyl-2-butyl)methacrylamide). Yield: 65.2%. As a reaction SMILES: [CH3:1][C:2](=[CH:4][CH3:5])[CH3:3].[C:6](#[N:10])[C:7]([CH3:9])=[CH2:8].S(=O)(=O)(O)[OH:12].O>C(O)(=O)C>[CH3:1][C:2]([NH:10][C:6](=[O:12])[C:7]([CH3:9])=[CH2:8])([CH2:4][CH3:5])[CH3:3]. Procedure details: 2-Methyl-2-butene (7.0 g) was added to a stirred mixture of methacrylonitrile (6.7 g) in acetic acid (50 ml) and concentrated sulfuric acid (10 g) at 10° to 20° C. The mixture was allowed to stand overnight at room temperature, and then poured into 200 g of water and extracted with methylene chloride (2×100 ml). The methylene chloride solution was dried over sodium sulfate, the solid filtered off and the methylene chloride evaporated to afford an oily product. Distillation of the product at 10 m... Reactants: Cc1c(Cl)cnn(C(C)(C)C)c1=O, Cl, [K+], [OH-], O, OCCO. Yields the product Cc1c(O)cnn(C(C)(C)C)c1=O. RXN SMILES: [C:5]([CH3:6])([CH3:7])([CH3:8])[n:9]1[n:10][cH:11][c:12]([Cl:17])[c:13]([CH3:16])[c:14]1=[O:15].[ClH:20].[K+:19].[OH-:18].[OH2:21].[OH:1][CH2:2][CH2:3][OH:4]>>[OH:1][c:12]1[cH:11][n:10][n:9]([C:5]([CH3:6])([CH3:7])[CH3:8])[c:14](=[O:15])[c:13]1[CH3:16]. The reactants are [H-].[Na+] (sodium hydride), O1CCOC12CCC(CC2)C=O (1,4-dioxaspiro[4,5]decane-8-carbaldehyde), O (water), oil, [I-].C[S+](=O)(C)C (trimethylsulfoxonium iodide). The solvent is CS(=O)C (dimethylsulfoxide), CS(=O)C (dimethylsulfoxide). Reaction conditions: time 45 minute. Yields the product O1C(C1)C1CCC2(OCCO2)CC1 (8-Oxiranyl-1,4-dioxaspiro[4.5]decane). Reaction SMILES: [H-].[Na+].[I-].[CH3:4][S+](C)(C)=O.[O:9]1[C:13]2([CH2:18][CH2:17][CH:16]([CH:19]=[O:20])[CH2:15][CH2:14]2)[O:12][CH2:11][CH2:10]1.O>CS(C)=O>[O:20]1[CH2:4][CH:19]1[CH:16]1[CH2:17][CH2:18][C:13]2([O:12][CH2:11][CH2:10][O:9]2)[CH2:14][CH2:15]1 |f:0.1,2.3|. Reported procedure: A 60% strength dispersion of sodium hydride in mineral oil (1.78 g, 44.59 mmol) was taken up in dimethylsulfoxide (25 ml), and trimethylsulfoxonium iodide (9.80 g, 44.6 mmol) was added. The mixture was stirred at room temperature for 45 min. A solution of 1,4-dioxaspiro[4,5]decane-8-carbaldehyde (7.59 g, 44.6 mmol) in dimethylsulfoxide (20 ml) was then added to the mixture. The reaction mixture was stirred at 60° C. for 18 h. After cooling, the mixture was poured into water (100 ml) and extracte... Reactants: CCCO, Cl, [Na+], [OH-], CC(=O)Nc1cccc2c(S(=O)(=O)NCc3ccco3)cccc12. Product: Cl, Nc1cccc2c(S(=O)(=O)NCc3ccco3)cccc12. As a reaction SMILES: [CH2:28]([OH:29])[CH2:30][CH3:31].[ClH:27].[Na+:26].[OH-:25].[o:1]1[c:2]([CH2:6][NH:7][S:8](=[O:9])(=[O:10])[c:11]2[c:12]3[cH:13][cH:14][cH:15][c:16]([NH:21][C:22](=[O:23])[CH3:24])[c:17]3[cH:18][cH:19][cH:20]2)[cH:3][cH:4][cH:5]1>>[ClH:27].[o:1]1[c:2]([CH2:6][NH:7][S:8](=[O:9])(=[O:10])[c:11]2[c:12]3[cH:13][cH:14][cH:15][c:16]([NH2:21])[c:17]3[cH:18][cH:19][cH:20]2)[cH:3][cH:4][cH:5]1. Starting materials: C(C)(C)(C)OC(=O)NC(C(=O)OCC1=CC(=CC(=C1)C)C)C1C2=CC=CC=C2C=2C=CC=CC12 (3,5-Dimethylbenzyl N-t-butoxycarbonyl-2-(9-fluorenyl)glycinate), FC(C(=O)O)(F)F (trifluoroacetic acid). The product is C(C)(=O)NC(C(=O)OCC1=CC(=CC(=C1)C)C)C1C2=CC=CC=C2C=2C=CC=CC12 (3,5-Dimethylbenzyl N-acetyl-2-(9-fluorenyl)glycinate). Reaction SMILES: C([O:5][C:6]([NH:8][CH:9]([CH:22]1[C:34]2[CH:33]=[CH:32][CH:31]=[CH:30][C:29]=2[C:28]2[C:23]1=[CH:24][CH:25]=[CH:26][CH:27]=2)[C:10]([O:12][CH2:13][C:14]1[CH:19]=[C:18]([CH3:20])[CH:17]=[C:16]([CH3:21])[CH:15]=1)=[O:11])=O)(C)(C)C.F[C:36](F)(F)C(O)=O>>[C:6]([NH:8][CH:9]([CH:22]1[C:23]2[CH:24]=[CH:25][CH:26]=[CH:27][C:28]=2[C:29]2[C:34]1=[CH:33][CH:32]=[CH:31][CH:30]=2)[C:10]([O:12][CH2:13][C:14]1[CH:19]=[C:18]([CH3:20])[CH:17]=[C:16]([CH3:21])[CH:15]=1)=[O:11])(=[O:5])[CH3:36]. Reported procedure: 3,5-Dimethylbenzyl N-t-butoxycarbonyl-2-(9-fluorenyl)glycinate (Example 9d, 0.5g) was dissolved in trifluoroacetic acid (10ml) for 40 minutes then evaporated in vacuo. To a solution of the residue in pyridine (10ml) was added acetic anhydride (1ml) for 16h. The solvent was removed in vacuo and the residue crystallised from diethyl ether/petroleum ether bp 60°-80° C. to give the title compound mp 162°-164° C. Found: C, 78.19; H,. 6.26; N, 3.45. C26H25NO3 requires C,. 78.17; H, 6.30; N, 3.50%. m/z...